The task is: describe an organic reaction: reactants, conditions, products, and yield. This data is from the Open Reaction Database (ORD), a public repository of structured organic reaction records. Starting materials: [N+](=O)([O-])C1=CC=C(C=C1)NC=1C=NC=NC1 (5-[(4-nitrophenyl)amino]pyrimidine), FC1=CC=C(CBr)C=C1 (4-fluorobenzyl bromide). Yields the product FC1=CC=C(CN(C2=CC=C(C=C2)[N+](=O)[O-])C=2C=NC=NC2)C=C1 (5-[N-(4-Fluorobenzyl)-N-(4-nitrophenyl)amino]pyrimidine). As a reaction SMILES: [N+:1]([C:4]1[CH:9]=[CH:8][C:7]([NH:10][C:11]2[CH:12]=[N:13][CH:14]=[N:15][CH:16]=2)=[CH:6][CH:5]=1)([O-:3])=[O:2].[F:17][C:18]1[CH:25]=[CH:24][C:21]([CH2:22]Br)=[CH:20][CH:19]=1>>[F:17][C:18]1[CH:25]=[CH:24][C:21]([CH2:22][N:10]([C:11]2[CH:16]=[N:15][CH:14]=[N:13][CH:12]=2)[C:7]2[CH:6]=[CH:5][C:4]([N+:1]([O-:3])=[O:2])=[CH:9][CH:8]=2)=[CH:20][CH:19]=1. Procedure details: Starting compounds: 5-[(4-nitrophenyl)amino]pyrimidine and 4-fluorobenzyl bromide The reactants are Cl, CCOC(=O)c1noc(-c2ccc(C(F)(F)F)cc2)c1F, [Li+], C1CCOC1, [OH-], O. Yields the product O=C(O)c1noc(-c2ccc(C(F)(F)F)cc2)c1F. RXN SMILES: [ClH:24].[F:1][c:2]1[c:3]([C:17](=[O:18])[O:19][CH2:20][CH3:21])[n:4][o:5][c:6]1-[c:7]1[cH:8][cH:9][c:10]([C:13]([F:14])([F:15])[F:16])[cH:11][cH:12]1.[Li+:22].[O:25]1[CH2:26][CH2:27][CH2:28][CH2:29]1.[OH-:23].[OH2:30]>>[F:1][c:2]1[c:3]([C:17](=[O:18])[OH:19])[n:4][o:5][c:6]1-[c:7]1[cH:8][cH:9][c:10]([C:13]([F:14])([F:15])[F:16])[cH:11][cH:12]1.